This data is from the Open Reaction Database (ORD), a public repository of structured organic reaction records. The task is: describe an organic reaction: reactants, conditions, products, and yield The reactants are BrCCCCC(=O)OCC (ethyl 5-bromovalerate), FC1(CCC(CC1)C1=C(C(=NC=2CC(CC(C12)O)(C)C)C1CCN(CC1)C1=NC=C(C=N1)O)C(C1=CC=C(C=C1)C(F)(F)F)F)F ((−)-4-(4,4-Difluorocyclohexyl)-3-{fluoro[4-(trifluoromethyl)phenyl]methyl}-2-[1-(5-hydroxypyrimidin-2-yl)piperidin-4-yl]-7,7-dimethyl-5,6,7,8-tetrahydroquinolin-5-ol). The product is C(C)OC(=O)CCCCOC=1C=NC(=NC1)N1CCC(CC1)C1=NC=2CC(CC(C2C(=C1C(C1=CC=C(C=C1)C(F)(F)F)F)C1CCC(CC1)(F)F)O)(C)C (2-{1-[5-(4-Ethoxycarbonylbutoxyl)pyrimidin-2-yl]piperidin-4-yl}-4-(4,4-difluorocyclohexyl)-3-{fluoro[4-(trifluoromethyl)phenyl]methyl}-7,7-dimethyl-5,6,7,8-tetrahydroquinolin-5-ol). Reported procedure: Reactions similar to those of Example 13 were performed except for using ethyl 5-bromovalerate instead of ethyl iodide, and from 85 mg (0.13 mmol) of (−)-4-(4,4-Difluorocyclohexyl)-3-{fluoro[4-(trifluoromethyl)phenyl]methyl}-2-[1-(5-hydroxypyrimidin-2-yl)piperidin-4-yl]-7,7-dimethyl-5,6,7,8-tetrahydroquinolin-5-ol, which was prepared by a method similar to that of Example 10, the crude title compound was obtained. The total amount of the obtained compound was used in Example (23-2). As a reaction SMILES: Br[CH2:2][CH2:3][CH2:4][CH2:5][C:6]([O:8][CH2:9][CH3:10])=[O:7].[F:11][C:12]1([F:56])[CH2:17][CH2:16][CH:15]([C:18]2[C:27]3[CH:26]([OH:28])[CH2:25][C:24]([CH3:30])([CH3:29])[CH2:23][C:22]=3[N:21]=[C:20]([CH:31]3[CH2:36][CH2:35][N:34]([C:37]4[N:42]=[CH:41][C:40]([OH:43])=[CH:39][N:38]=4)[CH2:33][CH2:32]3)[C:19]=2[CH:44]([F:55])[C:45]2[CH:50]=[CH:49][C:48]([C:51]([F:54])([F:53])[F:52])=[CH:47][CH:46]=2)[CH2:14][CH2:13]1>>[CH2:9]([O:8][C:6]([CH2:5][CH2:4][CH2:3][CH2:2][O:43][C:40]1[CH:39]=[N:38][C:37]([N:34]2[CH2:33][CH2:32][CH:31]([C:20]3[C:19]([CH:44]([F:55])[C:45]4[CH:50]=[CH:49][C:48]([C:51]([F:52])([F:53])[F:54])=[CH:47][CH:46]=4)=[C:18]([CH:15]4[CH2:16][CH2:17][C:12]([F:11])([F:56])[CH2:13][CH2:14]4)[C:27]4[CH:26]([OH:28])[CH2:25][C:24]([CH3:30])([CH3:29])[CH2:23][C:22]=4[N:21]=3)[CH2:36][CH2:35]2)=[N:42][CH:41]=1)=[O:7])[CH3:10]. Reactants: Nc1ccc(Br)cn1, [Na+], [OH-], O=[N+]([O-])O, O=S(=O)(O)O. Yields the product Nc1ncc(Br)cc1[N+](=O)[O-]. As a reaction SMILES: [NH2:1][c:2]1[n:3][cH:4][c:5]([Br:8])[cH:6][cH:7]1.[Na+:14].[OH-:13].[OH:9][N+:10]([O-:11])=[O:12].[S:15](=[O:16])(=[O:17])([OH:18])[OH:19]>>[NH2:1][c:2]1[n:3][cH:4][c:5]([Br:8])[cH:6][c:7]1[N+:10](=[O:9])[O-:11]. Reactants: CCOC(=O)c1cn(Cc2ccccc2)c(CO)n1, CCO, [NH4+], [OH-]. The product is NC(=O)c1cn(Cc2ccccc2)c(CO)n1. RXN SMILES: [CH2:1]([c:2]1[cH:3][cH:4][cH:5][cH:6][cH:7]1)[n:8]1[c:9]([CH2:18][OH:19])[n:10][c:11]([C:13](=[O:14])[O:15][CH2:16][CH3:17])[cH:12]1.[CH3:22][CH2:23][OH:24].[NH4+:20].[OH-:21]>>[CH2:1]([c:2]1[cH:3][cH:4][cH:5][cH:6][cH:7]1)[n:8]1[c:9]([CH2:18][OH:19])[n:10][c:11]([C:13](=[O:14])[NH2:20])[cH:12]1. Reactants: CC(C)OC(N[C@@H]1C[C@@H](N(C2=CC=C(C=C12)Br)C(C)=O)C)=O (1-methylethyl[(2S,4R)-1-acetyl-6-bromo-2-methyl-1,2,3,4-tetrahydro-4-quinolinyl]carbamate), C(=O)=O (CO2), C(=O)([O-])[O-].[K+].[K+] (K2CO3), CC1(OB(OC1(C)C)C=1C=NN(C1)CCO)C (2-[4-(4,4,5,5-tetramethyl-1,3,2-dioxaborolan-2-yl)-1H-pyrazol-1-yl]ethanol), Intermediate 118. The reagents and catalysts are C=1C=CC(=CC1)[P](C=2C=CC=CC2)(C=3C=CC=CC3)[Pd]([P](C=4C=CC=CC4)(C=5C=CC=CC5)C=6C=CC=CC6)([P](C=7C=CC=CC7)(C=8C=CC=CC8)C=9C=CC=CC9)[P](C=1C=CC=CC1)(C=1C=CC=CC1)C=1C=CC=CC1 (tetrakis(triphenylphosphine)palladium(0)). The solvent is C1(=CC=CC=C1)C (toluene), CCO (EtOH), O1CCOCC1 (1,4-dioxane). Run at temperature 80 celsius, time 18 hour. Product: C(C)(=O)N1[C@H](C[C@H](C2=CC(=CC=C12)C=1C=NN(C1)CCO)NC(OC(C)C)=O)C (1-methylethyl {(2S,4R)-1-acetyl-6-[1-(2-hydroxyethyl)-1H-pyrazol-4-yl]-2-methyl-1,2,3,4-tetrahydro-4-quinolinyl}carbamate). Isolated yield 15.0%. As a reaction SMILES: [CH3:1][CH:2]([O:4][C:5](=[O:22])[NH:6][C@H:7]1[C:16]2[C:11](=[CH:12][CH:13]=[C:14](Br)[CH:15]=2)[N:10]([C:18](=[O:20])[CH3:19])[C@@H:9]([CH3:21])[CH2:8]1)[CH3:3].CC1(C)C(C)(C)OB([C:31]2[CH:32]=[N:33][N:34]([CH2:36][CH2:37][OH:38])[CH:35]=2)O1.C([O-])([O-])=O.[K+].[K+].C(=O)=O>O1CCOCC1.C1C=CC([P]([Pd]([P](C2C=CC=CC=2)(C2C=CC=CC=2)C2C=CC=CC=2)([P](C2C=CC=CC=2)(C2C=CC=CC=2)C2C=CC=CC=2)[P](C2C=CC=CC=2)(C2C=CC=CC=2)C2C=CC=CC=2)(C2C=CC=CC=2)C2C=CC=CC=2)=CC=1.C1(C)C=CC=CC=1.CCO>[C:18]([N:10]1[C:11]2[C:16](=[CH:15][C:14]([C:31]3[CH:32]=[N:33][N:34]([CH2:36][CH2:37][OH:38])[CH:35]=3)=[CH:13][CH:12]=2)[C@H:7]([NH:6][C:5](=[O:22])[O:4][CH:2]([CH3:3])[CH3:1])[CH2:8][C@@H:9]1[CH3:21])(=[O:20])[CH3:19] |f:2.3.4,^1:58,60,79,98|. Procedure details: A flask was charged with 1-methylethyl[(2S,4R)-1-acetyl-6-bromo-2-methyl-1,2,3,4-tetrahydro-4-quinolinyl]carbamate (for a preparation see Example 4) (0.185 g, 0.500 mmol), 2-[4-(4,4,5,5-tetramethyl-1,3,2-dioxaborolan-2-yl)-1H-pyrazol-1-yl]ethanol (for a preparation see Intermediate 118) (143 mg, 0.600 mmol), K2CO3 (90 mg, 0.650 mmol) and tetrakis(triphenylphosphine)palladium(0) (28.9 mg, 0.025 mmol) then filled with EtOH (1 mL) and toluene (1 mL) and the resulting mixture was stirred at 80° C. f... Reactants: NC1=C(C(=O)NC2C(NC(CC2)=O)=O)C=C(C=C1)Br (2-amino-N-(2,6-dioxo-piperidin-3-yl)-5-bromo-benzamide), C(C)(OC)(OC)OC (trimethyl orthoacetate), C1(=CC=C(C=C1)S(=O)(=O)O)C (p-toluene sulfonic acid). Product: BrC=1C=C2C(N(C=NC2=CC1)C1C(NC(CC1)=O)=O)=O (3-(6-bromo-4-oxo-4H-quinazolin-3-yl)-piperidine-2,6-dione). Isolated yield 10.0%. RXN SMILES: [NH2:1][C:2]1[CH:18]=[CH:17][C:16]([Br:19])=[CH:15][C:3]=1[C:4]([NH:6][CH:7]1[CH2:12][CH2:11][C:10](=[O:13])[NH:9][C:8]1=[O:14])=[O:5].[C:20](OC)(OC)(OC)C.C1(C)C=CC(S(O)(=O)=O)=CC=1>>[Br:19][C:16]1[CH:15]=[C:3]2[C:2](=[CH:18][CH:17]=1)[N:1]=[CH:20][N:6]([CH:7]1[CH2:12][CH2:11][C:10](=[O:13])[NH:9][C:8]1=[O:14])[C:4]2=[O:5]. Procedure details: A solution of 2-amino-N-(2,6-dioxo-piperidin-3-yl)-5-bromo-benzamide (1.0 g, 3 mmol) and trimethyl orthoacetate (1.6 mL) and p-toluene sulfonic acid (250 mg) in acetonotrile (10 mL) was heated to reflux for 7 days. The suspension was filtered and washed with ethyl acetate (10 mL), methanol (5 mL) and ethyl acetate (10 mL) to give 3-(6-bromo-4-oxo-4H-quinazolin-3-yl)-piperidine-2,6-dione as an off-white solid (108 mg, 10% yield): HPLC: Waters Symmetry C18, 5 μm, 3.9×150 mm, 1 mL/min, 240 nm, 30/7...